Dataset: the Open Reaction Database (ORD), a public repository of structured organic reaction records. Task: describe an organic reaction: reactants, conditions, products, and yield Reactants: C(Br)(Br)(Br)Br (carbon tetrabromide), C1(=CC=CC=C1)P(C1=CC=CC=C1)C1=CC=CC=C1 (triphenylphosphine), ClC=1C=C(C(=O)NC2=CC(=C(C=C2)OC2=CC=C(C=C2)CCCO)F)C=CC1Cl (3,4-dichloro-3′-fluoro-4′-[4-(3-hydroxypropyl)phenoxy]benzanilide). The solvent is ClCCl (dichloromethane). Run at time 12 hour. Yields the product BrCCCC1=CC=C(OC2=C(C=C(NC(C3=CC(=C(C=C3)Cl)Cl)=O)C=C2)F)C=C1 (4′-[4-(3-bromopropyl)phenoxy]-3,4-dichloro-3′-fluorobenzanilide). RXN SMILES: [Cl:1][C:2]1[CH:3]=[C:4]([CH:26]=[CH:27][C:28]=1[Cl:29])[C:5]([NH:7][C:8]1[CH:13]=[CH:12][C:11]([O:14][C:15]2[CH:20]=[CH:19][C:18]([CH2:21][CH2:22][CH2:23]O)=[CH:17][CH:16]=2)=[C:10]([F:25])[CH:9]=1)=[O:6].C(Br)(Br)(Br)[Br:31].C1(P(C2C=CC=CC=2)C2C=CC=CC=2)C=CC=CC=1>ClCCl>[Br:31][CH2:23][CH2:22][CH2:21][C:18]1[CH:19]=[CH:20][C:15]([O:14][C:11]2[CH:12]=[CH:13][C:8]([NH:7][C:5](=[O:6])[C:4]3[CH:26]=[CH:27][C:28]([Cl:29])=[C:2]([Cl:1])[CH:3]=3)=[CH:9][C:10]=2[F:25])=[CH:16][CH:17]=1. Reported procedure: To a suspension of 3,4-dichloro-3′-fluoro-4′-[4-(3-hydroxypropyl)phenoxy]benzanilide (2.32 g, 5.34 mmol) in dichloromethane (46 mL) were added carbon tetrabromide (2.13 g, 6.41 mmol) and triphenylphosphine (1.54 g, 5.88 mmol), and the resulting solution was stirred for 12 hours at room temperature. The reaction solution was concentrated under reduced pressure, and the residue was purified by silica gel column chromatography (n-hexane:ethyl acetate=5:1), to thereby yield 2.41 g of the title compo... Reactants: C1OC=2C=C(C=CC2O1)CC(=O)OC (methyl 3,4-methylenedioxyphenylacetate), [N+](=O)([O-])C=1C=C(C(=O)O)C=CC1 (3-nitrobenzoic acid), O=P12OP3(=O)OP(=O)(O1)OP(=O)(O2)O3 (P2O5). The solvent is C(CCl)Cl (ClCH2CH2Cl). Yields the product C1OC2=CC(=C(C=C2O1)CC(=O)OC)C(C1=CC(=CC=C1)[N+](=O)[O-])=O (Methyl 4,5-Methylenedioxy-2-(3-nitrobenzoyl)phenylacetate). Reaction SMILES: [CH2:1]1[O:9][C:8]2[CH:7]=[CH:6][C:5]([CH2:10][C:11]([O:13][CH3:14])=[O:12])=[CH:4][C:3]=2[O:2]1.[N+:15]([C:18]1[CH:19]=[C:20]([CH:24]=[CH:25][CH:26]=1)[C:21](O)=[O:22])([O-:17])=[O:16].O=P12OP3(OP(OP(O3)(O1)=O)(=O)O2)=O>C(Cl)CCl>[CH2:1]1[O:2][C:3]2[C:8](=[CH:7][C:6]([C:21](=[O:22])[C:20]3[CH:24]=[CH:25][CH:26]=[C:18]([N+:15]([O-:17])=[O:16])[CH:19]=3)=[C:5]([CH2:10][C:11]([O:13][CH3:14])=[O:12])[CH:4]=2)[O:9]1. Procedure: The title compound was prepared from methyl 3,4-methylenedioxyphenylacetate (368 mg, 1.89 mmol) in ClCH2CH2Cl (8 mL), 3-nitrobenzoic acid (393 mg, 2.35 mmol) and P2O5 (3.2 g) as a yellow oil (500 mg, 1.46 mmol, 77%). 1H NMR (CDCl3) 8.60 (s, 1H), 8.43 (d, J=7.8, 1H), 8.13 (d, J=7.8, 1H), 7.68 (t, J=7.8, 1H), 6.86 (s, 1H), 6.82 (s, 1H), 6.07 (s, 2H), 3.87 (s, 2H), 3.63 (s, 3H). The reactants are N1=C(NC2=C1C=CC=C2)[C@@H]2CC[C@H](CC2)CN(C(OCC2=CC=CC=C2)=O)C (benzyl [[trans-4-(2-benzimidazolyl)cyclohexyl]methyl]methylcarbamate). The reagents and catalysts are [Pd] (palladium). Run in C(C)O (ethanol). The product is CNC[C@@H]1CC[C@H](CC1)C=1NC2=C(N1)C=CC=C2 (2-[trans-4-[(methylamino)methyl]cyclohexyl]benzimidazole). The yield is 77.6%. Reaction SMILES: [N:1]1[C:5]2[CH:6]=[CH:7][CH:8]=[CH:9][C:4]=2[NH:3][C:2]=1[C@H:10]1[CH2:15][CH2:14][C@H:13]([CH2:16][N:17](C)[C:18](=O)OCC2C=CC=CC=2)[CH2:12][CH2:11]1>C(O)C.[Pd]>[CH3:18][NH:17][CH2:16][C@H:13]1[CH2:14][CH2:15][C@H:10]([C:2]2[NH:3][C:4]3[CH:9]=[CH:8][CH:7]=[CH:6][C:5]=3[N:1]=2)[CH2:11][CH2:12]1. Reported procedure: 6.0 g of benzyl [[trans-4-(2-benzimidazolyl)cyclohexyl]methyl]methylcarbamate are dissolved in 600 ml of ethanol and hydrogenated at room temperature and normal pressure after the addition of 1 g of 5% palladium-on-active charcoal. The product, isolated in the usual manner, is recrystallized from methylene chloride/ether. There are obtained 3.0 g (78%) of 2-[trans-4-[(methylamino)methyl]cyclohexyl]benzimidazole, m.p. 232°-235°, as a colourless crystalline powder. As a reaction SMILES: CC(C)(C)[C@@H](C(O)=O)N[C:5](OCCCC=C)=[O:6].Cl.[NH2:19][C@@H:20]([C:24]1([CH3:30])[CH2:29][CH2:28][CH2:27][CH2:26][CH2:25]1)[C:21]([OH:23])=[O:22].[CH3:31][C:32]([CH3:39])([CH2:35][CH2:36][CH:37]=[CH2:38])[CH2:33][OH:34]>>[CH3:31][C:32]([CH3:39])([CH2:35][CH2:36][CH:37]=[CH2:38])[CH2:33][O:34][C:5]([NH:19][C@@H:20]([C:24]1([CH3:30])[CH2:29][CH2:28][CH2:27][CH2:26][CH2:25]1)[C:21]([OH:23])=[O:22])=[O:6] |f:1.2|. Procedure details: (2S)-({[(2,2-Dimethylhex-5-en-1-yl)oxy]carbonyl}amino)(1-methylcyclohexyl)acetic acid was prepared according to the procedure for 3-methyl-N-[(pent-4-enyloxy)carbonyl]-L-valine using (2S)-amino(1-methylcyclohexyl)acetic acid-HCl and 2,2-dimethylhex-5-en-1-ol. LRMS (ESI) m/z 326.3 [(M+H)+; calcd for C18H32NO4: 326.2]. Product: CC(COC(=O)N[C@H](C(=O)O)C1(CCCCC1)C)(CCC=C)C ((2S)-({[(2,2-Dimethylhex-5-en-1-yl)oxy]carbonyl}amino)(1-methylcyclohexyl)acetic acid). Reactants: CC([C@H](NC(=O)OCCCC=C)C(=O)O)(C)C (3-methyl-N-[(pent-4-enyloxy)carbonyl]-L-valine), Cl.N[C@H](C(=O)O)C1(CCCCC1)C ((2S)-amino(1-methylcyclohexyl)acetic acid-HCl), CC(CO)(CCC=C)C (2,2-dimethylhex-5-en-1-ol). The reactants are [Li]CCCC, CC(C)Cn1cnc2cnc3ccccc3c21, O=Cc1ccccc1, C1CCOC1. Product: CC(C)Cn1c(C(O)c2ccccc2)nc2cnc3ccccc3c21. As a reaction SMILES: [CH2:18]([Li:19])[CH2:20][CH2:21][CH3:22].[CH3:1][CH:2]([CH2:3][n:4]1[cH:5][n:6][c:7]2[cH:8][n:9][c:10]3[cH:11][cH:12][cH:13][cH:14][c:15]3[c:16]12)[CH3:17].[CH:23](=[O:24])[c:25]1[cH:26][cH:27][cH:28][cH:29][cH:30]1.[O:31]1[CH2:32][CH2:33][CH2:34][CH2:35]1>>[CH3:1][CH:2]([CH2:3][n:4]1[c:5]([CH:23]([OH:24])[c:25]2[cH:26][cH:27][cH:28][cH:29][cH:30]2)[n:6][c:7]2[cH:8][n:9][c:10]3[cH:11][cH:12][cH:13][cH:14][c:15]3[c:16]12)[CH3:17]. Starting materials: F[B-](F)(F)F, CC(C)(C)c1ccc(CNCCc2cccc(OC(F)F)c2)cc1, CCN(C(C)C)C(C)C, CN(C)C=O, O, CN(C)C(On1nnc2ccccc21)=[N+](C)C, O=C(O)c1cccc2cc[nH]c12. The product is CC(C)(C)c1ccc(CN(CCc2cccc(OC(F)F)c2)C(=O)c2cccc3cc[nH]c23)cc1. RXN SMILES: [B-:13]([F:14])([F:15])([F:16])[F:17].[C:44]([CH3:45])([CH3:46])([CH3:47])[c:48]1[cH:49][cH:50][c:51]([CH2:52][NH:53][CH2:54][CH2:55][c:56]2[cH:57][c:58]([O:62][CH:63]([F:64])[F:65])[cH:59][cH:60][cH:61]2)[cH:66][cH:67]1.[CH:35]([N:36]([CH2:37][CH3:38])[CH:39]([CH3:40])[CH3:41])([CH3:42])[CH3:43].[O:68]=[CH:69][N:70]([CH3:71])[CH3:72].[OH2:73].[n:18]1([O:19][C:20]([N:21]([CH3:22])[CH3:23])=[N+:24]([CH3:25])[CH3:26])[c:27]2[cH:28][cH:29][cH:30][cH:31][c:32]2[n:33][n:34]1.[nH:1]1[cH:2][cH:3][c:4]2[cH:5][cH:6][cH:7][c:8]([C:10](=[O:11])[OH:12])[c:9]12>>[nH:1]1[cH:2][cH:3][c:4]2[cH:5][cH:6][cH:7][c:8]([C:10](=[O:12])[N:53]([CH2:52][c:51]3[cH:50][cH:49][c:48]([C:44]([CH3:45])([CH3:46])[CH3:47])[cH:67][cH:66]3)[CH2:54][CH2:55][c:56]3[cH:57][c:58]([O:62][CH:63]([F:64])[F:65])[cH:59][cH:60][cH:61]3)[c:9]12. Starting materials: Cl.C1(CC1)COC1=C(C=C(C(=C1)OC)F)C=1C2=C(N=CN1)C(=C(N2)C)C(=O)NC2CCNCC2 (4-[2-(cyclopropylmethoxy)-5-fluoro-4-methoxyphenyl]-6-methyl-N-piperidin-4-yl-5H-pyrrolo[3,2-d]pyrimidine-7-carboxamide hydrochloride), COCC(=O)Cl (methoxy-acetyl chloride). Product: C1(CC1)COC1=C(C=C(C(=C1)OC)F)C=1C2=C(N=CN1)C(=C(N2)C)C(=O)NC2CCN(CC2)C(COC)=O (4-[2-(Cyclopropylmethoxy)-5-fluoro-4-methoxyphenyl]-N-[1-(methoxyacetyl)piperidin-4-yl]-6-methyl-5H-pyrrolo[3,2-d]pyrimidine-7-carboxamide). RXN SMILES: Cl.[CH:2]1([CH2:5][O:6][C:7]2[CH:12]=[C:11]([O:13][CH3:14])[C:10]([F:15])=[CH:9][C:8]=2[C:16]2[C:17]3[NH:24][C:23]([CH3:25])=[C:22]([C:26]([NH:28][CH:29]4[CH2:34][CH2:33][NH:32][CH2:31][CH2:30]4)=[O:27])[C:18]=3[N:19]=[CH:20][N:21]=2)[CH2:4][CH2:3]1.[CH3:35][O:36][CH2:37][C:38](Cl)=[O:39]>>[CH:2]1([CH2:5][O:6][C:7]2[CH:12]=[C:11]([O:13][CH3:14])[C:10]([F:15])=[CH:9][C:8]=2[C:16]2[C:17]3[NH:24][C:23]([CH3:25])=[C:22]([C:26]([NH:28][CH:29]4[CH2:30][CH2:31][N:32]([C:38](=[O:39])[CH2:37][O:36][CH3:35])[CH2:33][CH2:34]4)=[O:27])[C:18]=3[N:19]=[CH:20][N:21]=2)[CH2:4][CH2:3]1 |f:0.1|. Reported procedure: Starting from 4-[2-(cyclopropylmethoxy)-5-fluoro-4-methoxyphenyl]-6-methyl-N-piperidin-4-yl-5H-pyrrolo[3,2-d]pyrimidine-7-carboxamide hydrochloride (example D.f44) and commercially available methoxy-acetyl chloride the title compound is obtained as colorless solid.